Dataset: the Open Reaction Database (ORD), a public repository of structured organic reaction records. Task: describe an organic reaction: reactants, conditions, products, and yield The reactants are O(Cl)Cl.[Zr] (Zirconium oxychloride), P(O)(O)(O)=O (phosphoric acid), P(O)(O)(O)=O (phosphoric acid). The product is P(=O)([O-])([O-])[O-].[Zr+4].P(=O)([O-])([O-])[O-].P(=O)([O-])([O-])[O-].P(=O)([O-])([O-])[O-].[Zr+4].[Zr+4] (zirconium phospate). Reaction SMILES: O(Cl)Cl.[Zr:4].[P:5](=[O:9])([OH:8])([OH:7])[OH:6]>>[P:5]([O-:9])([O-:8])([O-:7])=[O:6].[Zr+4:4].[P:5]([O-:9])([O-:8])([O-:7])=[O:6].[P:5]([O-:9])([O-:8])([O-:7])=[O:6].[P:5]([O-:9])([O-:8])([O-:7])=[O:6].[Zr+4:4].[Zr+4:4] |f:0.1,3.4.5.6.7.8.9|. Reported procedure: Zirconium oxychloride and concentrated phosphoric acid were allowed to react with heating in the presence of excess phosphoric acid followed by filtration and washing with water to produce zirconium phospate. This zirconium phosphate was half-neutralized with NaOH to obtain a neutral form of zirconium phosphate. This compound was thoroughly washed with water and then calcined at 200° C. The resultant zirconium phosphate of neutral form was indicated by ZrNaH(PO4)2. Reactants: C1(=CC=CC=C1)OC(NC=1C(=NC(=C(C1)CC)C)OC1=CC=CC=C1)=O (Phenyl-N-(5-ethyl-6-methyl-2-phenoxypyridin-3-yl)carbamate), COC=1C=C(C=C(C1)OC)N1CCNCC1 (1-(3,5-dimethoxyphenyl)piperazine). The product is C(C)C=1C=C(C(=NC1C)OC1=CC=CC=C1)NC(=O)N1CCN(CC1)C1=CC(=CC(=C1)OC)OC (1-[(5-ethyl-6-methyl-2-phenoxypyridin-3-yl)aminocarbonyl]-4-(3,5-dimethoxyphenyl)piperazine). The yield is 75.0%. Reaction SMILES: C1(O[C:8](=[O:26])[NH:9][C:10]2[C:11]([O:19][C:20]3[CH:25]=[CH:24][CH:23]=[CH:22][CH:21]=3)=[N:12][C:13]([CH3:18])=[C:14]([CH2:16][CH3:17])[CH:15]=2)C=CC=CC=1.[CH3:27][O:28][C:29]1[CH:30]=[C:31]([N:37]2[CH2:42][CH2:41][NH:40][CH2:39][CH2:38]2)[CH:32]=[C:33]([O:35][CH3:36])[CH:34]=1>>[CH2:16]([C:14]1[CH:15]=[C:10]([NH:9][C:8]([N:40]2[CH2:39][CH2:38][N:37]([C:31]3[CH:30]=[C:29]([O:28][CH3:27])[CH:34]=[C:33]([O:35][CH3:36])[CH:32]=3)[CH2:42][CH2:41]2)=[O:26])[C:11]([O:19][C:20]2[CH:21]=[CH:22][CH:23]=[CH:24][CH:25]=2)=[N:12][C:13]=1[CH3:18])[CH3:17]. Procedure details: Phenyl-N-(5-ethyl-6-methyl-2-phenoxypyridin-3-yl)carbamate and 1-(3,5-dimethoxyphenyl)piperazine were reacted by the same way with the example 1 to obtain the titled compound. Starting materials: O1OOCCC1 (trioxane), Br (hydrobromic acid), B([C@@H]1CCCN1C(=O)[C@H](C(C)C)N)(O)O.CS(=O)(=O)O (PT100), S1C2=C(C=C1)C(=CC=C2)OCCC=2N=C(OC2C)C2=CC=CC=C2 (4-[2-(Benzo[b]thiophene-4-yloxy)-ethyl]-5-methyl-2-phenyl-oxazole), Br (hydrobromic acid), Br (hydrobromic acid). Solvent: ClCCl (dichloromethane), ClCCl (dichloromethane). Run at temperature 0 celsius, time 4 hour. Product: BrCC1=CC=C(C2=C1SC=C2)OCCC=2N=C(OC2C)C2=CC=CC=C2 (4-[2-(7-Bromomethyl-benzo[b]thiophen-4-yloxy)-ethyl]-5-methyl-2-phenyl-oxazole). Reaction SMILES: B(O)(O)[C@H:2]1N(C([C@@H](N)C(C)C)=O)CCC1.CS(O)(=O)=O.[S:21]1[CH:25]=[CH:24][C:23]2[C:26]([O:30][CH2:31][CH2:32][C:33]3[N:34]=[C:35]([C:39]4[CH:44]=[CH:43][CH:42]=[CH:41][CH:40]=4)[O:36][C:37]=3[CH3:38])=[CH:27][CH:28]=[CH:29][C:22]1=2.[BrH:45].O1CCCOO1>ClCCl>[Br:45][CH2:2][C:29]1[C:22]2[S:21][CH:25]=[CH:24][C:23]=2[C:26]([O:30][CH2:31][CH2:32][C:33]2[N:34]=[C:35]([C:39]3[CH:44]=[CH:43][CH:42]=[CH:41][CH:40]=3)[O:36][C:37]=2[CH3:38])=[CH:27][CH:28]=1 |f:0.1|. Reported procedure: A 500-ml 4-necked jacketed reactor equipped with a mechanical stirrer, a thermo-meter, a 50-ml dropping funnel, an argon inlet, a PT100 temperature sensor and a thermostat was charged with 33.54 g of 4-[2-(Benzo[b]thiophene-4-yloxy)-ethyl]-5-methyl-2-phenyl-oxazole (0.100 mol) and 400 ml of dichloromethane. After cooling the solution to 0° C., 30.3 ml of hydrobromic acid 62% (0.400 mol) were added dropwise within 9 min at a temperature of 0°-4° C. To the yellow biphasic mixture a solution of 3.3... Reactants: O=C([O-])[O-], Cl, [Cs+], [Cs+], O=Cc1ccc(F)cc1, CN(C)C=O, O, Cc1ccccc1CS. Yields the product Cc1ccccc1CSc1ccc(C=O)cc1. Reaction SMILES: [C:19](=[O:20])([O-:21])[O-:22].[ClH:25].[Cs+:23].[Cs+:24].[F:1][c:2]1[cH:3][cH:4][c:5]([CH:6]=[O:7])[cH:8][cH:9]1.[O:26]=[CH:27][N:28]([CH3:29])[CH3:30].[OH2:31].[c:10]1([CH3:18])[c:11]([CH2:16][SH:17])[cH:12][cH:13][cH:14][cH:15]1>>[c:2]1([S:17][CH2:16][c:11]2[c:10]([CH3:18])[cH:15][cH:14][cH:13][cH:12]2)[cH:3][cH:4][c:5]([CH:6]=[O:7])[cH:8][cH:9]1. The reactants are COC(C(=CC(N(C)CC1=CC(=C(C=C1)Cl)Cl)=O)O)=O ((3,4-Dichloro-benzyl-methyl-carbamoyl]-2-hydroxy-acrylic acid methyl ester), COC(C(=CC(N(C)CC1=CC(=C(C=C1)Cl)Cl)=O)O)=O ((3,4-Dichloro-benzyl-methyl-carbamoyl]-2-hydroxy-acrylic acid methyl ester), C=O (paraformaldehyde), CN1CCN(CC1)CCN (2-(4-methyl-piperazine-1-yl)-ethyl amine), ClC=1C=C(CN(C(=O)C=2CN(C(C2O)=O)C)C)C=CC1Cl (4-Hydroxy-1-methyl-5-oxo-2,5-dihydro-1H-pyrrole-3-carboxylic acid (3,4-dichloro-benzyl)-methyl amide). Product: ClC=1C=C(CN(C(=O)C=2CN(C(C2O)=O)CCN2CCN(CC2)C)C)C=CC1Cl (4-Hydroxy-1-[2-(4-methyl-piperazin-1-yl)-ethyl]-5-oxo-2,5-dihydro-1H-pyrrole-3-carboxylic acid (3,4-dichloro-benzyl)-methyl-amide). Yield: 12.0%. RXN SMILES: COC(=O)C(O)=CC(=O)N(CC1C=CC(Cl)=C(Cl)C=1)C.C=O.[CH3:23][N:24]1[CH2:29][CH2:28][N:27]([CH2:30][CH2:31][NH2:32])[CH2:26][CH2:25]1.[Cl:33][C:34]1[CH:35]=[C:36]([CH:50]=[CH:51][C:52]=1[Cl:53])[CH2:37][N:38]([CH3:49])[C:39]([C:41]1[CH2:42]N(C)[C:44](=[O:47])[C:45]=1[OH:46])=[O:40]>>[Cl:33][C:34]1[CH:35]=[C:36]([CH:50]=[CH:51][C:52]=1[Cl:53])[CH2:37][N:38]([CH3:49])[C:39]([C:41]1[CH2:42][N:32]([CH2:31][CH2:30][N:27]2[CH2:28][CH2:29][N:24]([CH3:23])[CH2:25][CH2:26]2)[C:44](=[O:47])[C:45]=1[OH:46])=[O:40]. Procedure: 3-[(3,4-Dichloro-benzyl-methyl-carbamoyl]-2-hydroxy-acrylic acid methyl ester (Compound 12-B) was treated with paraformaldehyde and 2-(4-methyl-piperazine-1-yl)-ethyl amine as described in the preparation of Compound 12. The resulting residue was purified by chromatography (YMC Combiprep ODS-A, 30 mm×50 mm, MeOH/H2O/0.1% TFA) to yield the title compound as an amber glass (27 mg, 12% yield). 1H NMR (300 MHz, DMSO) δ: 7.63 (d, 1H, J=8.42), 7.52 (s, 1H), 7.25 (d, 1H, J=7.31), 4.59 (s, 2H), 4.24 (m,... Reactants: BrC1=C2C=CC(NC2=CC=N1)=O (5-bromo-1,6-naphthyridin-2(1H)-one), CC=1NC=CN1 (2-methyl-1H-imidazole), CN1C(CCC1)=O (N-methylpyrrolidinone), C([O-])([O-])=O.[K+].[K+] (potassium carbonate). The reagents and catalysts are [Cu] (copper). The solvent is O (water), C(C)(=O)O (acetic acid). Reaction conditions: time 8 hour. The product is CC=1N(C=CN1)C1=C2C=CC(NC2=CC=N1)=O (5-(2-methyl-1H-imidazol-1-yl)-1,6-naphthyridin-2(1H)-one). Yield: 42.6%. As a reaction SMILES: Br[C:2]1[N:11]=[CH:10][CH:9]=[C:8]2[C:3]=1[CH:4]=[CH:5][C:6](=[O:12])[NH:7]2.[CH3:13][C:14]1[NH:15][CH:16]=[CH:17][N:18]=1.CN1CCCC1=O.C(=O)([O-])[O-].[K+].[K+]>[Cu].C(O)(=O)C.O>[CH3:13][C:14]1[N:15]([C:2]2[N:11]=[CH:10][CH:9]=[C:8]3[C:3]=2[CH:4]=[CH:5][C:6](=[O:12])[NH:7]3)[CH:16]=[CH:17][N:18]=1 |f:3.4.5|. Procedure: A mixture containing 5.6 g of 5-bromo-1,6-naphthyridin-2(1H)-one, 8 g of 2-methyl-1H-imidazole, 25 ml of N-methylpyrrolidinone, 3.4 g of anhydrous potassium carbonate and 50 mg of copper powder was refluxed for 6 hours, allowed to cool to room temperature and then poured into 100 ml of water. The resulting solution was neutralized by adding acetic acid and the resulting solution was allowed to stand overnight at room temperature. The solid that separated was collected, recrystallized from dimeth... Reactants: ClC=1C=C(C=CC1[N+](=O)[O-])S(=O)(=O)N (3-Chloro-4-nitrobenzenesulphonamide), ClC1=CC=C(C=C1)S (4-chlorothiophenol), C(=O)([O-])[O-].[K+].[K+] (K2CO3). Run in O1CCOCC1 (dioxan), C(Cl)Cl (CH2Cl2). Product: ClC1=CC=C(C=C1)SC=1C=C(C=CC1[N+](=O)[O-])S(=O)(=O)N (3-(4-Chlorophenylthio)-4-nitro-benzenesulphonamide). Reaction SMILES: Cl[C:2]1[CH:3]=[C:4]([S:11]([NH2:14])(=[O:13])=[O:12])[CH:5]=[CH:6][C:7]=1[N+:8]([O-:10])=[O:9].[Cl:15][C:16]1[CH:21]=[CH:20][C:19]([SH:22])=[CH:18][CH:17]=1.C([O-])([O-])=O.[K+].[K+]>O1CCOCC1.C(Cl)Cl>[Cl:15][C:16]1[CH:21]=[CH:20][C:19]([S:22][C:2]2[CH:3]=[C:4]([S:11]([NH2:14])(=[O:13])=[O:12])[CH:5]=[CH:6][C:7]=2[N+:8]([O-:10])=[O:9])=[CH:18][CH:17]=1 |f:2.3.4|. Procedure details: 3-Chloro-4-nitrobenzenesulphonamide (1.08 g; 4.53 mmol), 4-chlorothiophenol (0.66 g; 4.53 mmol) and K2CO3 (0.64 g; 4.60 mmol) were refluxed in dioxan (30 ml) for 3 hours. The mixture was then diluted with CH2Cl2, filtered and washed with water. The organic phase was dried over MgSO4 and evaporated down. The product was recrystallised from petroleum ether/ethyl acetate. Yield: 1.0 g=64% 13C (100 MHz, DMSO-d6) δ 148.57, 146.43, 138.07, 137.08, 135.76, 130.70, 128.74, 127.27, 125.43, 123.52 The reactants are C(C(=O)C)C1=CC=C(OCC2=CC=C(O2)C(=O)OC)C=C1 (Methyl 5-[4-acetonylphenoxymethyl]furan-2-carboxylate), ethylene ketal. Reagents/catalysts: [Rh] (rhodium on alumina). The solvent is CO (methanol). Product: C(C(=O)C)C1=CC=C(OCC2CCC(O2)C(=O)OC)C=C1 (methyl 5-[4-acetonylphenoxymethyl]tetrahydrofuran-2-carboxylate), ethylene ketal. As a reaction SMILES: [CH2:1]([C:5]1[CH:21]=[CH:20][C:8]([O:9][CH2:10][C:11]2[O:15][C:14]([C:16]([O:18][CH3:19])=[O:17])=[CH:13][CH:12]=2)=[CH:7][CH:6]=1)[C:2]([CH3:4])=[O:3]>CO.[Rh]>[CH2:1]([C:5]1[CH:21]=[CH:20][C:8]([O:9][CH2:10][CH:11]2[O:15][CH:14]([C:16]([O:18][CH3:19])=[O:17])[CH2:13][CH2:12]2)=[CH:7][CH:6]=1)[C:2]([CH3:4])=[O:3]. Procedure: Methyl 5-[4-acetonylphenoxymethyl]furan-2-carboxylate, ethylene ketal (12.5 g) was hydrogenated at ambient temperature and pressure, in methanol, in the presence of 5% rhodium on alumina. The reaction mixture was filtered and evaporated to an oil which was purified by column chromatography on silica gel. Elution with chloroform gave methyl 5-[4-acetonylphenoxymethyl]tetrahydrofuran-2-carboxylate, ethylene ketal. Reaction SMILES: [CH2:2]([OH:3])[CH3:4].[CH3:30][CH2:31][OH:32].[Cl:5][c:6]1[cH:7][c:8]([N+:26]([O-:27])=[O:28])[cH:9][c:10]([Cl:25])[c:11]1[O:12][CH:13]([C:14]([C:15]([C:16]([F:17])([F:18])[F:19])([F:20])[F:21])([F:22])[F:23])[CH3:24].[ClH:29].[Fe:33].[OH2:1]>>[Cl:5][c:6]1[cH:7][c:8]([NH2:26])[cH:9][c:10]([Cl:25])[c:11]1[O:12][CH:13]([C:14]([C:15]([C:16]([F:17])([F:18])[F:19])([F:20])[F:21])([F:22])[F:23])[CH3:24]. The product is CC(Oc1c(Cl)cc(N)cc1Cl)C(F)(F)C(F)(F)C(F)(F)F. Starting materials: CCO, CCO, CC(Oc1c(Cl)cc([N+](=O)[O-])cc1Cl)C(F)(F)C(F)(F)C(F)(F)F, Cl, [Fe], O.